From a dataset of the Open Reaction Database (ORD), a public repository of structured organic reaction records. describe an organic reaction: reactants, conditions, products, and yield Reactants: C=1C=CC2=C(C1)N=NN2O (HOBt), C1CCC(CC1)N=C=NC2CCCCC2 (DCC), N([C@@H](CCCNC(N)=N)C(=O)O)C(=O)OCC1=CC=CC=C1 (Z-Arg-OH), compound, N[C@@H](CCCNC(N)=N)C(=O)N[C@@H](CCC(OC(C)(C)C)=O)C(=O)N[C@@H](C(C)C)C(=O)N[C@@H](C(C)C)C(=O)OC.Cl.Cl (H-Arg-Glu(OBut)-Val-Val-OMe.2HCl). Solvent: CN(C=O)C (dimethylformamide). Reaction conditions: time 8 hour. Yields the product N([C@@H](CCCNC(N)=N)C(=O)N[C@@H](CCCNC(N)=N)C(=O)N[C@@H](CCC(O)=O)C(=O)N[C@@H](C(C)C)C(=O)N[C@@H](C(C)C)C(=O)OC)C(=O)OCC1=CC=CC=C1.CC(=O)O (Z-Arg-Arg-Glu-Val-Val-OMe acetate). As a reaction SMILES: C1C=CC2N(O)N=NC=2C=1.C1CCC(N=C=NC2CCCCC2)CC1.[NH:26]([C:38]([O:40][CH2:41][C:42]1[CH:47]=[CH:46][CH:45]=[CH:44][CH:43]=1)=[O:39])[C@H:27]([C:35]([OH:37])=[O:36])[CH2:28][CH2:29][CH2:30][NH:31][C:32](=[NH:34])[NH2:33].[NH2:48][C@H:49]([C:57]([NH:59][C@H:60]([C:70]([NH:72][C@H:73]([C:77]([NH:79][C@H:80]([C:84]([O:86][CH3:87])=[O:85])[CH:81]([CH3:83])[CH3:82])=[O:78])[CH:74]([CH3:76])[CH3:75])=[O:71])[CH2:61][CH2:62][C:63](=[O:69])[O:64]C(C)(C)C)=[O:58])[CH2:50][CH2:51][CH2:52][NH:53][C:54](=[NH:56])[NH2:55].Cl.Cl>CN(C)C=O>[NH:26]([C:38]([O:40][CH2:41][C:42]1[CH:47]=[CH:46][CH:45]=[CH:44][CH:43]=1)=[O:39])[C@H:27]([C:35]([NH:48][C@H:49]([C:57]([NH:59][C@H:60]([C:70]([NH:72][C@H:73]([C:77]([NH:79][C@H:80]([C:84]([O:86][CH3:87])=[O:85])[CH:81]([CH3:82])[CH3:83])=[O:78])[CH:74]([CH3:75])[CH3:76])=[O:71])[CH2:61][CH2:62][C:63](=[O:64])[OH:69])=[O:58])[CH2:50][CH2:51][CH2:52][NH:53][C:54](=[NH:55])[NH2:56])=[O:37])[CH2:28][CH2:29][CH2:30][NH:31][C:32](=[NH:34])[NH2:33].[CH3:27][C:35]([OH:37])=[O:36] |f:3.4.5,7.8|. Procedure: 0.68 g of HOBt and 1.1 g of DCC are added successively to 1.54 g of Z-Arg-OH and 3.44 g of the compound prepared in accordance with (B), in 40 ml of dimethylformamide. After stirring overnight, the mixture is filtered, the filtrate is concentrated in vacuo and the residue is digested with ethyl acetate. The tert.-butyl group is split off analogously to Example 1 with trifluoroacetic acid and the compound is converted into its acetate and purified by chromatography on Sephadex® LH 20. Yield 2.9 g...